Dataset: the Open Reaction Database (ORD), a public repository of structured organic reaction records. Task: describe an organic reaction: reactants, conditions, products, and yield The reactants are CCN, O=C1C2=C(CCCC2)C(=O)N1c1cc(OC2CCCC2)c(Cl)cc1F, c1ccccc1. The product is CCNC(=O)C1=C(C(=O)Nc2cc(OC3CCCC3)c(Cl)cc2F)CCCC1. Reaction SMILES: [CH3:26][CH2:27][NH2:28].[F:1][c:2]1[c:3]([N:15]2[C:16](=[O:25])[C:17]3=[C:18]([C:19]2=[O:20])[CH2:21][CH2:22][CH2:23][CH2:24]3)[cH:4][c:5]([O:9][CH:10]2[CH2:11][CH2:12][CH2:13][CH2:14]2)[c:6]([Cl:8])[cH:7]1.[cH:29]1[cH:30][cH:31][cH:32][cH:33][cH:34]1>>[F:1][c:2]1[c:3]([NH:15][C:16]([C:17]2=[C:18]([C:19](=[O:20])[NH:28][CH2:27][CH3:26])[CH2:21][CH2:22][CH2:23][CH2:24]2)=[O:25])[cH:4][c:5]([O:9][CH:10]2[CH2:11][CH2:12][CH2:13][CH2:14]2)[c:6]([Cl:8])[cH:7]1. The reactants are CC(=O)Nc1ccc(S(=O)(=O)Cl)cc1, CCc1cc(-c2cccc(N)n2)c(C)[nH]c1=O. Product: CCc1cc(-c2cccc(NS(=O)(=O)c3ccc(NC(C)=O)cc3)n2)c(C)[nH]c1=O. RXN SMILES: [C:18]([CH3:19])(=[O:20])[NH:21][c:22]1[cH:23][cH:24][c:25]([S:28](=[O:29])(=[O:30])[Cl:31])[cH:26][cH:27]1.[NH2:1][c:2]1[cH:3][cH:4][cH:5][c:6](-[c:8]2[c:9]([CH3:17])[nH:10][c:11](=[O:16])[c:12]([CH2:14][CH3:15])[cH:13]2)[n:7]1>>[NH:1]([c:2]1[cH:3][cH:4][cH:5][c:6](-[c:8]2[c:9]([CH3:17])[nH:10][c:11](=[O:16])[c:12]([CH2:14][CH3:15])[cH:13]2)[n:7]1)[S:28]([c:25]1[cH:24][cH:23][c:22]([NH:21][C:18]([CH3:19])=[O:20])[cH:27][cH:26]1)(=[O:29])=[O:30]. The product is C(=O)OC1=C(C=CC(=C1)Br)OC[C@H]1OC1 (5-BROMO-2-[(2S)-OXIRAN-2-YLMETHOXY]PHENYL FORMATE). Procedure: Preparation according to Preparation 2 using 5-bromo-2-[(2S)-oxiran-2-ylmethoxy]benzaldehyde (8.3 g, 32 mmol), DCM (100 ml) and m-CPBA (77%, 10.9 g, 48.6 mmol). The mixture was heated at reflux for 3 h. Crude yield: 8.5 g. MS m/z (rel. intensity, 70 eV) 274 (M+, 10), 273 (M+, 9), 189 (98), 188 (bp), 57 (77). The reactants are BrC=1C=CC(=C(C=O)C1)OC[C@H]1OC1 (5-bromo-2-[(2S)-oxiran-2-ylmethoxy]benzaldehyde), C1=CC(=CC(=C1)Cl)C(=O)OO (m-CPBA), ( 77 ), ( 98 ). Reaction SMILES: [Br:1][C:2]1[CH:3]=[CH:4][C:5]([O:10][CH2:11][C@@H:12]2[CH2:14][O:13]2)=[C:6]([CH:9]=1)C=O.C1C=C(Cl)C=C([C:22]([O:24]O)=[O:23])C=1>C(Cl)Cl>[CH:22]([O:24][C:6]1[CH:9]=[C:2]([Br:1])[CH:3]=[CH:4][C:5]=1[O:10][CH2:11][C@@H:12]1[CH2:14][O:13]1)=[O:23]. The solvent is C(Cl)Cl (DCM). Procedure: Ethyl 3-bromo-4-(4-iodophenyl)-2-oxobutanoate (1.32 g) was dissolved in ethanol (26 ml), and then, thiourea (244 mg) was added to the solution. The reaction mixture was refluxed for 1 h under nitrogen atmosphere. The cooled reaction mixture was evaporated in vacuo. The crude material was triturated with diethyl ether to give ethyl 2-amino-5-(4-iodobenzyl)-1,3-thiazole-4-carboxylate hydrobromide as a pale yellow solid. Reaction SMILES: [Br:1][CH:2]([CH2:10][C:11]1[CH:16]=[CH:15][C:14]([I:17])=[CH:13][CH:12]=1)[C:3](=O)[C:4]([O:6][CH2:7][CH3:8])=[O:5].[NH2:18][C:19]([NH2:21])=[S:20]>C(O)C>[BrH:1].[NH2:21][C:19]1[S:20][C:2]([CH2:10][C:11]2[CH:16]=[CH:15][C:14]([I:17])=[CH:13][CH:12]=2)=[C:3]([C:4]([O:6][CH2:7][CH3:8])=[O:5])[N:18]=1 |f:3.4|. Reactants: BrC(C(C(=O)OCC)=O)CC1=CC=C(C=C1)I (Ethyl 3-bromo-4-(4-iodophenyl)-2-oxobutanoate), NC(=S)N (thiourea). The product is Br.NC=1SC(=C(N1)C(=O)OCC)CC1=CC=C(C=C1)I (ethyl 2-amino-5-(4-iodobenzyl)-1,3-thiazole-4-carboxylate hydrobromide). Solvent: C(C)O (ethanol). The reactants are CS(C)=O, CCOC(C)=O, Fc1cc(-c2cncc(NCC3CCOCC3)n2)c(Cl)cn1, NC1CCC(O)CC1. Product: OC1CCC(Nc2cc(-c3cncc(NCC4CCOCC4)n3)c(Cl)cn2)CC1. As a reaction SMILES: [CH3:23][S:24]([CH3:25])=[O:26].[CH3:35][CH2:36][O:37][C:38](=[O:39])[CH3:40].[Cl:1][c:2]1[c:3](-[c:9]2[cH:10][n:11][cH:12][c:13]([NH:15][CH2:16][CH:17]3[CH2:18][CH2:19][O:20][CH2:21][CH2:22]3)[n:14]2)[cH:4][c:5]([F:8])[n:6][cH:7]1.[NH2:27][CH:28]1[CH2:29][CH2:30][CH:31]([OH:34])[CH2:32][CH2:33]1>>[Cl:1][c:2]1[c:3](-[c:9]2[cH:10][n:11][cH:12][c:13]([NH:15][CH2:16][CH:17]3[CH2:18][CH2:19][O:20][CH2:21][CH2:22]3)[n:14]2)[cH:4][c:5]([NH:27][CH:28]2[CH2:29][CH2:30][CH:31]([OH:34])[CH2:32][CH2:33]2)[n:6][cH:7]1. Reactants: C1(CC1)NC(=O)C=1N=NN(C1)C1=C(C=C(C=C1)C(=O)NCC)O (N-cyclopropyl-1-{4-[(ethylamino)carbonyl]-2-hydroxyphenyl}-1H-1,2,3-triazole-4-carboxamide), BrCCCCCF (1-bromo-5-fluoropentane), C([O-])([O-])=O.[K+].[K+] (potassium carbonate), O (water). Run in CN(C)C=O (DMF). Reaction conditions: temperature 50 celsius, time 8 hour. Yields the product C1(CC1)NC(=O)C=1N=NN(C1)C1=C(C=C(C=C1)C(=O)NCC)OCCCCCF (N-cyclopropyl-1-{4-[(ethylamino)carbonyl]-2-[(5-fluoropentyl)oxy]phenyl}-1H-1,2,3-triazole-4-carboxamide). Yield: 58.6%. RXN SMILES: [CH:1]1([NH:4][C:5]([C:7]2[N:8]=[N:9][N:10]([C:12]3[CH:17]=[CH:16][C:15]([C:18]([NH:20][CH2:21][CH3:22])=[O:19])=[CH:14][C:13]=3[OH:23])[CH:11]=2)=[O:6])[CH2:3][CH2:2]1.Br[CH2:25][CH2:26][CH2:27][CH2:28][CH2:29][F:30].C(=O)([O-])[O-].[K+].[K+].O>CN(C=O)C>[CH:1]1([NH:4][C:5]([C:7]2[N:8]=[N:9][N:10]([C:12]3[CH:17]=[CH:16][C:15]([C:18]([NH:20][CH2:21][CH3:22])=[O:19])=[CH:14][C:13]=3[O:23][CH2:25][CH2:26][CH2:27][CH2:28][CH2:29][F:30])[CH:11]=2)=[O:6])[CH2:3][CH2:2]1 |f:2.3.4|. Procedure: To a solution of N-cyclopropyl-1-{4-[(ethylamino)carbonyl]-2-hydroxyphenyl}-1H-1,2,3-triazole-4-carboxamide (0.16 g) obtained in Example 139 in DMF (5 ml) were added 1-bromo-5-fluoropentane (0.11 g) and potassium carbonate (0.07 g), and the mixture was stirred at 50° C. overnight. The reaction mixture was allowed to cool to room temperature, and water was added to the reaction mixture. The deposited precipitate was collected by filtration, washed with water, and recrystallized from ethanol-water... Starting materials: ClCCl, C[Al](C)C, CCCCCC, CCOC(=O)c1c(C(Cl)Cl)nc2c(C(F)(F)F)cccc2c1O, Cl, Nc1ccccc1. Yields the product O=C(Nc1ccccc1)c1c(C(Cl)Cl)nc2c(C(F)(F)F)cccc2c1O. RXN SMILES: [CH2:42]([Cl:43])[Cl:44].[CH3:1][Al:2]([CH3:3])[CH3:4].[CH3:36][CH2:37][CH2:38][CH2:39][CH2:40][CH3:41].[Cl:12][CH:13]([c:14]1[n:15][c:16]2[c:17]([C:30]([F:31])([F:32])[F:33])[cH:18][cH:19][cH:20][c:21]2[c:22]([OH:29])[c:23]1[C:24](=[O:25])[O:26][CH2:27][CH3:28])[Cl:34].[ClH:35].[NH2:5][c:6]1[cH:7][cH:8][cH:9][cH:10][cH:11]1>>[NH:5]([c:6]1[cH:7][cH:8][cH:9][cH:10][cH:11]1)[C:24]([c:23]1[c:14]([CH:13]([Cl:12])[Cl:34])[n:15][c:16]2[c:17]([C:30]([F:31])([F:32])[F:33])[cH:18][cH:19][cH:20][c:21]2[c:22]1[OH:29])=[O:25]. RXN SMILES: [CH3:18][CH2:19][OH:20].[CH:1]1([NH:4][S:5](=[O:6])(=[O:7])[c:8]2[c:9]([N+:14]([O-:15])=[O:16])[cH:10][cH:11][cH:12][cH:13]2)[CH2:2][CH2:3]1.[ClH:17]>>[CH:1]1([NH:4][S:5](=[O:6])(=[O:7])[c:8]2[c:9]([NH2:14])[cH:10][cH:11][cH:12][cH:13]2)[CH2:2][CH2:3]1. Starting materials: CCO, O=[N+]([O-])c1ccccc1S(=O)(=O)NC1CC1, Cl. The product is Nc1ccccc1S(=O)(=O)NC1CC1. The reactants are ClCC(=O)NC1=CC=C(C=C1)C1=NN=C(CC2=C1C=C1C(=C2)OCO1)C (1-(4-chloroacetylaminophenyl)-4-methyl-7,8-methylenedioxy-5H-2,3-benzodiazepine), C(C)NCC (diethylamine). Product: C(C)N(CC(=O)NC1=CC=C(C=C1)C1=NN=C(CC2=C1C=C1C(=C2)OCO1)C)CC (1-[4-(N,N-diethylglycylamino)phenyl]-4-methyl-7,8-methylenedioxy-5H-2,3-benzodiazepine). RXN SMILES: Cl[CH2:2][C:3]([NH:5][C:6]1[CH:11]=[CH:10][C:9]([C:12]2[C:18]3[CH:19]=[C:20]4[O:25][CH2:24][O:23][C:21]4=[CH:22][C:17]=3[CH2:16][C:15]([CH3:26])=[N:14][N:13]=2)=[CH:8][CH:7]=1)=[O:4].[CH2:27]([NH:29][CH2:30][CH3:31])[CH3:28]>>[CH2:27]([N:29]([CH2:30][CH3:31])[CH2:2][C:3]([NH:5][C:6]1[CH:11]=[CH:10][C:9]([C:12]2[C:18]3[CH:19]=[C:20]4[O:25][CH2:24][O:23][C:21]4=[CH:22][C:17]=3[CH2:16][C:15]([CH3:26])=[N:14][N:13]=2)=[CH:8][CH:7]=1)=[O:4])[CH3:28]. Procedure: It was prepared from 1-(4-chloroacetylaminophenyl)-4-methyl-7,8-methylenedioxy-5H-2,3-benzodiazepine by using the process of Example 102, except that diethylamine was used instead of pyrrolidine, m.p.: 157°-158° C.